This data is from the Open Reaction Database (ORD), a public repository of structured organic reaction records. The task is: describe an organic reaction: reactants, conditions, products, and yield Starting materials: COC(=O)CBr, C#CCO, Cl, [H-], [Na+], C1CCOC1. Yields the product C#CCOCC(=O)OC. Reaction SMILES: [Br:7][CH2:8][C:9](=[O:10])[O:11][CH3:12].[CH2:3]([C:4]#[CH:5])[OH:6].[ClH:13].[H-:1].[Na+:2].[O:14]1[CH2:15][CH2:16][CH2:17][CH2:18]1>>[CH2:3]([C:4]#[CH:5])[O:6][CH2:8][C:9](=[O:10])[O:11][CH3:12]. The reactants are ClC=1C2=C(N=C(N1)NCCCN(CC)CC)N(C(C=C2)=O)C2=C(C=CC=C2F)F (4-chloro-2-{[3-(diethylamino)propyl]amino}-8-(2,6-difluorophenyl)pyrido[2,3-d]pyrimidin-7(8H)-one), CC1(OB(OC1(C)C)C=1C=C(C(=O)O)C=CC1)C (3-(4,4,5,5-tetramethyl-1,3,2-dioxaborolan-2-yl)benzoic acid), C([O-])([O-])=O.[K+].[K+] (potassium carbonate). The reagents and catalysts are C=1C=CC(=CC1)[P](C=2C=CC=CC2)(C=3C=CC=CC3)[Pd]([P](C=4C=CC=CC4)(C=5C=CC=CC5)C=6C=CC=CC6)([P](C=7C=CC=CC7)(C=8C=CC=CC8)C=9C=CC=CC9)[P](C=1C=CC=CC1)(C=1C=CC=CC1)C=1C=CC=CC1 (tetrakis(triphenylphosphine)palladium(0)). The solvent is O1CCOCC1 (dioxane), O (water). Conditions: temperature 150 celsius. Product: C(C)N(CCCNC=1N=C(C2=C(N1)N(C(C=C2)=O)C2=C(C=CC=C2F)F)C=2C=C(C(=O)O)C=CC2)CC (3-[2-{[3-(diethylamino)propyl]amino}-8-(2,6-difluorophenyl)-7-oxo-7,8-dihydropyrido[2,3-d]pyrimidin-4-yl]benzoic acid). Isolated yield 184.0%. Reaction SMILES: Cl[C:2]1[C:3]2[CH:20]=[CH:19][C:18](=[O:21])[N:17]([C:22]3[C:27]([F:28])=[CH:26][CH:25]=[CH:24][C:23]=3[F:29])[C:4]=2[N:5]=[C:6]([NH:8][CH2:9][CH2:10][CH2:11][N:12]([CH2:15][CH3:16])[CH2:13][CH3:14])[N:7]=1.CC1(C)C(C)(C)OB([C:38]2[CH:39]=[C:40]([CH:44]=[CH:45][CH:46]=2)[C:41]([OH:43])=[O:42])O1.C(=O)([O-])[O-].[K+].[K+]>O1CCOCC1.O.C1C=CC([P]([Pd]([P](C2C=CC=CC=2)(C2C=CC=CC=2)C2C=CC=CC=2)([P](C2C=CC=CC=2)(C2C=CC=CC=2)C2C=CC=CC=2)[P](C2C=CC=CC=2)(C2C=CC=CC=2)C2C=CC=CC=2)(C2C=CC=CC=2)C2C=CC=CC=2)=CC=1>[CH2:13]([N:12]([CH2:15][CH3:16])[CH2:11][CH2:10][CH2:9][NH:8][C:6]1[N:7]=[C:2]([C:38]2[CH:39]=[C:40]([CH:44]=[CH:45][CH:46]=2)[C:41]([OH:43])=[O:42])[C:3]2[CH:20]=[CH:19][C:18](=[O:21])[N:17]([C:22]3[C:27]([F:28])=[CH:26][CH:25]=[CH:24][C:23]=3[F:29])[C:4]=2[N:5]=1)[CH3:14] |f:2.3.4,^1:64,66,85,104|. Procedure: To the compound 4-chloro-2-{[3-(diethylamino)propyl]amino}-8-(2,6-difluorophenyl)pyrido[2,3-d]pyrimidin-7(8H)-one (210.5 mg, 0.50 mmol) in dioxane (15 mL) and water (5 mL) were added 3-(4,4,5,5-tetramethyl-1,3,2-dioxaborolan-2-yl)benzoic acid (125 mg, 0.75 mol), potassium carbonate (210 mg, 1.20 mmol) and tetrakis(triphenylphosphine)palladium(0) (29 mg, 0.025 mmol). The mixture was heated with microwave at 150° C. for 15 min. The mixture was concentrated, then mixed with DMSO (0.75 mL) and water... Starting materials: CNC, Cc1ccccc1, O=S([O-])C(F)(F)F, N#Cc1cc(N)n(-c2cc3c(cc2Cl)C(F)(F)OC3(F)F)n1, [Na+], O, Cc1ccc(S(=O)(=O)O)cc1, O=S(Cl)Cl. Product: N#Cc1nn(-c2cc3c(cc2Cl)C(F)(F)OC3(F)F)c(N)c1S(=O)C(F)(F)F. RXN SMILES: [CH3:42][NH:43][CH3:44].[CH3:49][c:50]1[cH:51][cH:52][cH:53][cH:54][cH:55]1.[F:23][C:24]([S:25](=[O:26])[O-:27])([F:28])[F:29].[NH2:1][c:2]1[cH:3][c:4]([C:21]#[N:22])[n:5][n:6]1-[c:7]1[cH:8][c:9]2[c:13]([cH:14][c:15]1[Cl:16])[C:12]([F:17])([F:18])[O:11][C:10]2([F:19])[F:20].[Na+:30].[OH2:56].[OH:31][S:32]([c:33]1[cH:34][cH:35][c:36]([CH3:37])[cH:38][cH:39]1)(=[O:40])=[O:41].[S:45]([Cl:46])([Cl:47])=[O:48]>>[NH2:1][c:2]1[c:3]([S:25]([C:24]([F:23])([F:28])[F:29])=[O:26])[c:4]([C:21]#[N:22])[n:5][n:6]1-[c:7]1[cH:8][c:9]2[c:13]([cH:14][c:15]1[Cl:16])[C:12]([F:17])([F:18])[O:11][C:10]2([F:19])[F:20]. Reactants: C(C)(C)(C)OC(NC1CCN(CC1)C(=O)N1C(=N[C@@]([C@@]1(C)C1=CC=C(C=C1)Cl)(C)C1=CC=C(C=C1)Cl)C=1C=NC(=CC1OCC)C(C)(C)C)=O ({1-[(4S,5R)-2-(6-tert-Butyl-4-ethoxy-pyridin-3-yl)-4,5-bis-(4-chloro-phenyl)-4,5-dimethyl-4,5-dihydro-imidazole-1-carbonyl]-piperidin-4-yl}-carbamic acid tert-butyl ester), FC(C(=O)O)(F)F (trifluoroacetic acid). Solvent: ClCCl (dichloromethane). Conditions: time 2 hour. Product: NC1CCN(CC1)C(=O)N1C(=N[C@@]([C@@]1(C)C1=CC=C(C=C1)Cl)(C)C1=CC=C(C=C1)Cl)C=1C=NC(=CC1OCC)C(C)(C)C ((4-Amino-piperidin-1-yl)-[(4S,5R)-2-(6-tert-butyl-4-ethoxy-pyridin-3-yl)-4,5-bis-(4-chloro-phenyl)-4,5-dimethyl-4,5-dihydro-imidazol-1-yl]-methanone). Yield: 91.9%. RXN SMILES: C(OC(=O)[NH:7][CH:8]1[CH2:13][CH2:12][N:11]([C:14]([N:16]2[C@@:20]([C:22]3[CH:27]=[CH:26][C:25]([Cl:28])=[CH:24][CH:23]=3)([CH3:21])[C@@:19]([C:30]3[CH:35]=[CH:34][C:33]([Cl:36])=[CH:32][CH:31]=3)([CH3:29])[N:18]=[C:17]2[C:37]2[CH:38]=[N:39][C:40]([C:46]([CH3:49])([CH3:48])[CH3:47])=[CH:41][C:42]=2[O:43][CH2:44][CH3:45])=[O:15])[CH2:10][CH2:9]1)(C)(C)C.FC(F)(F)C(O)=O>ClCCl>[NH2:7][CH:8]1[CH2:9][CH2:10][N:11]([C:14]([N:16]2[C@@:20]([C:22]3[CH:27]=[CH:26][C:25]([Cl:28])=[CH:24][CH:23]=3)([CH3:21])[C@@:19]([C:30]3[CH:35]=[CH:34][C:33]([Cl:36])=[CH:32][CH:31]=3)([CH3:29])[N:18]=[C:17]2[C:37]2[CH:38]=[N:39][C:40]([C:46]([CH3:47])([CH3:49])[CH3:48])=[CH:41][C:42]=2[O:43][CH2:44][CH3:45])=[O:15])[CH2:12][CH2:13]1. Procedure: A solution of {1-[(4S,5R)-2-(6-tert-butyl-4-ethoxy-pyridin-3-yl)-4,5-bis-(4-chloro-phenyl)-4,5-dimethyl-4,5-dihydro-imidazole-1-carbonyl]-piperidin-4-yl}-carbamic acid tert-butyl ester (220 mg, 0.304 mmole, example 203) in dichloromethane (6 mL) was treated with trifluoroacetic acid (6 mL) at 0° C. and allowed to stir for 2 h before concentrated to dryness under reduced pressure. The residue was then taken up in dichloromethane (100 mL), washed with aqueous sodium carbonate (2×15 mL), water (15 ... Reactants: O (water), N1CC(CCC1)C1=NN2C(NC(C3=CC=CC=C23)=O)=C1 (2-piperidin-3-yl-4H-pyrazolo[1,5-a]quinazolin-5-one), IC(C)C (2-iodopropane), [H-].[Na+] (sodium hydride). The solvent is O1CCOCC1 (dioxane). Reaction conditions: temperature 65 celsius, time 8 hour. Yields the product C(C)(C)N1CC(CCC1)C1=NN2C(NC(C3=CC=CC=C23)=O)=C1 (2-(1-isopropylpiperidin-3-yl)-4H-pyrazolo[1,5-a]quinazolin-5-one). Reaction SMILES: [NH:1]1[CH2:6][CH2:5][CH2:4][CH:3]([C:7]2[CH:20]=[C:10]3[NH:11][C:12](=[O:19])[C:13]4[C:18]([N:9]3[N:8]=2)=[CH:17][CH:16]=[CH:15][CH:14]=4)[CH2:2]1.I[CH:22]([CH3:24])[CH3:23].[H-].[Na+].O>O1CCOCC1>[CH:22]([N:1]1[CH2:6][CH2:5][CH2:4][CH:3]([C:7]2[CH:20]=[C:10]3[NH:11][C:12](=[O:19])[C:13]4[C:18]([N:9]3[N:8]=2)=[CH:17][CH:16]=[CH:15][CH:14]=4)[CH2:2]1)([CH3:24])[CH3:23] |f:2.3|. Procedure: A solution of EXAMPLE 19 (0.07 g, 0.3 mmol) and 2-iodopropane (0.09 mL, 0.9 mmol) in dioxane (2 mL) and was treated with sodium hydride (0.01 g, 0.4 mmol). The mixture was stirred overnight at 65° C., cooled to ambient temperature, treated with water and concentrated. The residue was purified by flash chromatography on silica gel with 10% methanol/dichloromethane to provide the title compound. 1H NMR (CD3OD) δ 8.21 (dd, J=8.0, 1.5 Hz, 1H), 8.11 (d, J=8.0 Hz, 1H), 7.81-7.87 (m, 1H), 7.42-7.47 (m,... The reactants are [Ag+], CC(C)(C)c1cccc(C(C)(C)C)n1, OCCc1ccc(Cl)cc1, O=S(=O)([O-])C(F)(F)F, CCOC(=O)CI. The product is CCOC(=O)COCCc1ccc(Cl)cc1. Reaction SMILES: [Ag+:40].[C:18]([c:19]1[cH:20][cH:21][cH:22][c:23]([C:24]([CH3:25])([CH3:26])[CH3:27])[n:28]1)([CH3:29])([CH3:30])[CH3:31].[Cl:1][c:2]1[cH:3][cH:4][c:5]([CH2:8][CH2:9][OH:10])[cH:6][cH:7]1.[F:32][C:33]([F:34])([F:35])[S:36]([O-:37])(=[O:38])=[O:39].[I:11][CH2:12][C:13](=[O:14])[O:15][CH2:16][CH3:17]>>[Cl:1][c:2]1[cH:3][cH:4][c:5]([CH2:8][CH2:9][O:10][CH2:12][C:13](=[O:14])[O:15][CH2:16][CH3:17])[cH:6][cH:7]1.